describe an organic reaction: reactants, conditions, products, and yield From a dataset of the Open Reaction Database (ORD), a public repository of structured organic reaction records. The reactants are C(C)OC(C(C(=O)OCC)(C)CCN1C(C2=CC=CC=C2C1=O)=O)=O (diethyl[2-(1,3-dioxo-1,3-dihydro-2H-isoindol-2-yl)ethyl](methyl)propanedioate), [OH-].[Na+] (NaOH), P(=O)([O-])([O-])[O-] (phosphate), [OH-].[Na+] (NaOH). Run in C(C)O (ethanol). Run at time 17 hour. Product: O=C1N(C(C2=CC=CC=C12)=O)CC[C@@](C(=O)O)(C)C(=O)OCC ((2R)-4-(1,3-dioxo-1,3-dihydro-2H-isoindol-2-yl)-2-(ethoxycarbonyl)-2-methylbutanoic acid). Isolated yield 72.0%. As a reaction SMILES: [CH2:1]([O:3][C:4](=[O:25])[C:5]([CH2:12][CH2:13][N:14]1[C:22](=[O:23])[C:21]2[C:16](=[CH:17][CH:18]=[CH:19][CH:20]=2)[C:15]1=[O:24])([CH3:11])[C:6]([O:8]CC)=[O:7])[CH3:2].P([O-])([O-])([O-])=O.[OH-].[Na+]>C(O)C>[O:24]=[C:15]1[C:16]2[C:21](=[CH:20][CH:19]=[CH:18][CH:17]=2)[C:22](=[O:23])[N:14]1[CH2:13][CH2:12][C@:5]([C:4]([O:3][CH2:1][CH3:2])=[O:25])([CH3:11])[C:6]([OH:8])=[O:7] |f:2.3|. Procedure: In a 1 L round bottom flask, diethyl[2-(1,3-dioxo-1,3-dihydro-2H-isoindol-2-yl)ethyl](methyl)propanedioate (Banerjee, S.; Wiggins, W. J.; Geoghegan, J. L.; Anthony, C. T.; Woltering, E. A.; Masterson, D. S. Org. Biomol. Chem., 2013, 11, 6307-6319) (9.56 g, 27.5 mmol) was suspended into a 0.1 M phosphate buffer at pH 7.4 (784 mL) and ethanol (16 mL). Pig liver esterase (0.90 mL, technical grade, 2.8 kilounits/mL) was then added and the reaction was stirred rapidly at room temperature for 17 h. Th... Yields the product O=[N+]([O-])c1ccc(N2CCC2)nc1. The reactants are O=C([O-])[O-], C1CNC1, CN(C)C=O, CCOC(C)=O, O=[N+]([O-])c1ccc(Cl)nc1, [K+], [K+], O. RXN SMILES: [C:5](=[O:6])([O-:7])[O-:8].[CH2:1]1[CH2:2][NH:3][CH2:4]1.[CH3:22][N:23]([CH3:24])[CH:25]=[O:26].[CH3:27][CH2:28][O:29][C:30](=[O:31])[CH3:32].[Cl:11][c:12]1[n:13][cH:14][c:15]([N+:18](=[O:19])[O-:20])[cH:16][cH:17]1.[K+:10].[K+:9].[OH2:21]>>[CH2:1]1[CH2:2][N:3]([c:12]2[n:13][cH:14][c:15]([N+:18](=[O:19])[O-:20])[cH:16][cH:17]2)[CH2:4]1.